Dataset: the Open Reaction Database (ORD), a public repository of structured organic reaction records. Task: describe an organic reaction: reactants, conditions, products, and yield Reactants: C(C)OC(N1C=NC=C1)OCC (1-(Diethoxymethyl)-1H-imidazole), C(=O)([O-])[O-].[K+].[K+] (K2CO3), N1=C(C=CC2=CC=CC=C12)COC1=CC=C(C=C1)CCN1CCC(CC1)=C1C=2N(CCC3=C1C=CC=C3)C(=CN2)C=O (6,11-dihydro-11-[1-[2-[4-(2-quinolinylmethoxy)phenyl]ethyl]4-piperidinylidene]-5H-imidazo[2,1-b][3]benzazepine-3-carboxaldehyde), CC(CNCC(C)O)O (diisopropanolamine). Solvent: C1CCOC1 (THF), C1CCOC1 (THF), C1CCOC1 (THF), C(C)(=O)O (Acetic acid), hexanes. Conditions: temperature -78 celsius. The product is N1C(=NC=C1)C(O)C1=CN=C2C(C3=C(CCN21)C=CC=C3)=C3CCN(CC3)CCC3=CC=C(C=C3)OCC3=NC2=CC=CC=C2C=C3 (6,11-dihydro-α-(1H-imidazol-2-yl)-11-[1-[2-[4-(2-quinolinylmethoxy)phenyl]ethyl]-4-piperidinylidene]-5H-imidazo[2,1-b][3]benzazepine-3-methanol). The yield is 98.1%. Reaction SMILES: CC(O)CNCC(O)C.C(OC(OCC)[N:14]1[CH:18]=[CH:17][N:16]=[CH:15]1)C.[N:22]1[C:31]2[C:26](=[CH:27][CH:28]=[CH:29][CH:30]=2)[CH:25]=[CH:24][C:23]=1[CH2:32][O:33][C:34]1[CH:39]=[CH:38][C:37]([CH2:40][CH2:41][N:42]2[CH2:47][CH2:46][C:45](=[C:48]3[C:54]4[CH:55]=[CH:56][CH:57]=[CH:58][C:53]=4[CH2:52][CH2:51][N:50]4[C:59]([CH:62]=[O:63])=[CH:60][N:61]=[C:49]34)[CH2:44][CH2:43]2)=[CH:36][CH:35]=1.C([O-])([O-])=O.[K+].[K+]>C1COCC1.C(O)(=O)C>[NH:14]1[CH:18]=[CH:17][N:16]=[C:15]1[CH:62]([C:59]1[N:50]2[C:49]([C:48](=[C:45]3[CH2:44][CH2:43][N:42]([CH2:41][CH2:40][C:37]4[CH:38]=[CH:39][C:34]([O:33][CH2:32][C:23]5[CH:24]=[CH:25][C:26]6[C:31](=[CH:30][CH:29]=[CH:28][CH:27]=6)[N:22]=5)=[CH:35][CH:36]=4)[CH2:47][CH2:46]3)[C:54]3[CH:55]=[CH:56][CH:57]=[CH:58][C:53]=3[CH2:52][CH2:51]2)=[N:61][CH:60]=1)[OH:63] |f:3.4.5|. Procedure details: A mixture of diisopropanolamine (1.13 g) in THF was stirred under nitrogen at −78° C. N-Butillithium (2.5 M in hexanes, 4.3 ml) was added portionwise at −70° C. and the mixture was stirred for 15 minutes. 1-(Diethoxymethyl)-1H-imidazole (1.81 g) dissolved in THF was added dropwise at −70° C. and the mixture was stirred at −70° C. for 1 hour. Compound 4 (5.54 g) dissolved in THF was added dropwise at −70° C. and the mixture was stirred at −70° C. for 1 hour. The mixture was brought till room temp... The reactants are COc1ccc(C2=CCCCC2)cc1, Cl, O, c1ccncc1. The product is Oc1ccc(C2=CCCCC2)cc1. As a reaction SMILES: [C:1]1([c:7]2[cH:8][cH:9][c:10]([O:13][CH3:14])[cH:11][cH:12]2)=[CH:2][CH2:3][CH2:4][CH2:5][CH2:6]1.[ClH:15].[OH2:22].[n:16]1[cH:17][cH:18][cH:19][cH:20][cH:21]1>>[C:1]1([c:7]2[cH:8][cH:9][c:10]([OH:13])[cH:11][cH:12]2)=[CH:2][CH2:3][CH2:4][CH2:5][CH2:6]1.